This data is from the Open Reaction Database (ORD), a public repository of structured organic reaction records. The task is: describe an organic reaction: reactants, conditions, products, and yield The reactants are NS(=O)(=O)c1cc(C(=O)O)cc([N+](=O)[O-])c1Nc1cccc(C(F)(F)F)c1, NS(=O)(=O)c1cc(C(=O)O)cc([N+](=O)[O-])c1Nc1ccccc1. Product: Nc1cc(C(=O)O)cc(S(N)(=O)=O)c1Nc1cccc(C(F)(F)F)c1. RXN SMILES: [N+:1]([O-:2])(=[O:3])[c:4]1[cH:5][c:6]([C:7](=[O:8])[OH:9])[cH:10][c:11]([S:24]([NH2:25])(=[O:26])=[O:27])[c:12]1[NH:13][c:14]1[cH:15][c:16]([C:20]([F:21])([F:22])[F:23])[cH:17][cH:18][cH:19]1.[NH:28]([c:29]1[c:30]([S:31](=[O:32])(=[O:33])[NH2:34])[cH:35][c:36]([C:37]([OH:38])=[O:39])[cH:40][c:41]1[N+:42]([O-:43])=[O:44])[c:45]1[cH:46][cH:47][cH:48][cH:49][cH:50]1>>[NH2:1][c:4]1[cH:5][c:6]([C:7](=[O:8])[OH:9])[cH:10][c:11]([S:24]([NH2:25])(=[O:26])=[O:27])[c:12]1[NH:13][c:14]1[cH:15][c:16]([C:20]([F:21])([F:22])[F:23])[cH:17][cH:18][cH:19]1. Starting materials: ice water, NC1=C(C=O)C=C(C(=C1)Cl)F (2-amino-4-chloro-5-fluorobenzaldehyde), NC(=O)N (urea), P(=O)(Cl)(Cl)Cl (phosphorus oxychloride). The solvent is CCOC(=O)C (EtOAc), O (water). Run at temperature 180 celsius, time 5 minute. The product is ClC1=NC2=CC(=C(C=C2C=N1)F)Cl (2,7-dichloro-6-fluoroquinazoline). Yield: 12.3%. Reaction SMILES: [NH2:1][C:2]1[CH:9]=[C:8]([Cl:10])[C:7]([F:11])=[CH:6][C:3]=1[CH:4]=O.N[C:13]([NH2:15])=O.P(Cl)(Cl)([Cl:18])=O>CCOC(C)=O.O>[Cl:18][C:13]1[N:15]=[CH:4][C:3]2[C:2](=[CH:9][C:8]([Cl:10])=[C:7]([F:11])[CH:6]=2)[N:1]=1. Procedure details: A mixture of 2-amino-4-chloro-5-fluorobenzaldehyde (0.30 g, 1.73 mmol) and urea (1.04 g, 17.3 mmol) was heated to 180° C. for 1 h, then cooled to RT. The solid was then suspended in a mixture of EtOAc and water and then it was filtered and the collected solid was washed with water several times, then air-dried. This intermediate quinazolinone was then suspended in phosphorus oxychloride (3.0 mL, 32.2 mmol) and then heated to 100° C. for 1 h. After cooling to RT, the mixture was added dropwise to... Starting materials: BrC1=CC=C(C=C1)C1=NN(C2=C1CC=1SC=CC21)COCC[Si](C)(C)C (6-(4-Bromo-phenyl)-4-(2-trimethylsilanyl-ethoxymethyl)-4,7-dihydro-1-thia-4,5-diaza-cyclopenta[a]pentalene), CN1CCNCC1 (1-Methyl-piperazine), C(=O)([O-])[O-].[Cs+].[Cs+] (Cs2CO3), CC1(C2=C(C(=CC=C2)P(C3=CC=CC=C3)C4=CC=CC=C4)OC5=C(C=CC=C51)P(C6=CC=CC=C6)C7=CC=CC=C7)C (Xantphos). The reagents and catalysts are CC(=O)[O-].CC(=O)[O-].[Pd+2] (Pd(OAc)2). The solvent is C1(=CC=CC=C1)C.C(C)O (toluene ethanol). Run at temperature 100 celsius. Product: N1(CCCC1)C1=CC=C(C=C1)C1=NN(C2=C1CC=1SC=CC21)COCC[Si](C)(C)C (6-(4-Pyrolidin-1-yl-phenyl)-4-(2-trimethylsilanyl-ethoxymethyl)-4,7-dihydro-1-thia-4,5-diaza-cyclopenta[a]pentalene). Yield: 39.0%. As a reaction SMILES: Br[C:2]1[CH:7]=[CH:6][C:5]([C:8]2[C:12]3[CH2:13][C:14]4[S:15][CH:16]=[CH:17][C:18]=4[C:11]=3[N:10]([CH2:19][O:20][CH2:21][CH2:22][Si:23]([CH3:26])([CH3:25])[CH3:24])[N:9]=2)=[CH:4][CH:3]=1.C[N:28]1[CH2:33][CH2:32]N[CH2:30][CH2:29]1.C([O-])([O-])=O.[Cs+].[Cs+].CC1(C)C2C(=C(P(C3C=CC=CC=3)C3C=CC=CC=3)C=CC=2)OC2C(P(C3C=CC=CC=3)C3C=CC=CC=3)=CC=CC1=2>C1(C)C=CC=CC=1.C(O)C.CC([O-])=O.CC([O-])=O.[Pd+2]>[N:28]1([C:2]2[CH:7]=[CH:6][C:5]([C:8]3[C:12]4[CH2:13][C:14]5[S:15][CH:16]=[CH:17][C:18]=5[C:11]=4[N:10]([CH2:19][O:20][CH2:21][CH2:22][Si:23]([CH3:26])([CH3:25])[CH3:24])[N:9]=3)=[CH:4][CH:3]=2)[CH2:33][CH2:32][CH2:30][CH2:29]1 |f:2.3.4,6.7,8.9.10|. Procedure details: A mixture of the corresponding 6-(4-Bromo-phenyl)-4-(2-trimethylsilanyl-ethoxymethyl)-4,7-dihydro-1-thia-4,5-diaza-cyclopenta[a]pentalene (0.7 g, 1.5 mmol), 1-Methyl-piperazine (0.2 g, 3 mmol), Cs2CO3 (2 M, 1.5 mL), Xantphos (180 mg, 0.06 mmol) and Pd(OAc)2 (70 mg, 0.06 mmol) in toluene/ethanol (1:1, 10 mL) was heated at 100° C. for 8 hr. The solution was cooled to room temperature and extracted with ethyl acetate. The target product was purified by gravity column chromatography (50% EtOAc in he... The reactants are C(C1=CC=CC=C1)OC1=CC=CN2C1=NC(=C(C2=O)O)C(=O)OC (methyl 9-(benzyloxy)-3-hydroxy-4-oxo-4H-pyrido[1,2-a]pyrimidine-2-carboxylate), FC1=CC=C(CN)C=C1 (p-fluorobenzylamine). Solvent: CO (MeOH). Conditions: temperature 80 celsius, time 24 hour. The product is FC1=CC=C(CNC(=O)C=2N=C3N(C(C2O)=O)C=CC=C3OCC3=CC=CC=C3)C=C1 (N-(4-Fluorobenzyl)-3-hydroxy-9-(benzyloxy)-4-oxo-4H-pyrido[1,2-a]pyrimidine-2-carboxamide). RXN SMILES: [CH2:1]([O:8][C:9]1[C:14]2=[N:15][C:16]([C:21](OC)=[O:22])=[C:17]([OH:20])[C:18](=[O:19])[N:13]2[CH:12]=[CH:11][CH:10]=1)[C:2]1[CH:7]=[CH:6][CH:5]=[CH:4][CH:3]=1.[F:25][C:26]1[CH:33]=[CH:32][C:29]([CH2:30][NH2:31])=[CH:28][CH:27]=1>CO>[F:25][C:26]1[CH:33]=[CH:32][C:29]([CH2:30][NH:31][C:21]([C:16]2[N:15]=[C:14]3[C:9]([O:8][CH2:1][C:2]4[CH:7]=[CH:6][CH:5]=[CH:4][CH:3]=4)=[CH:10][CH:11]=[CH:12][N:13]3[C:18](=[O:19])[C:17]=2[OH:20])=[O:22])=[CH:28][CH:27]=1. Procedure: To a solution of methyl 9-(benzyloxy)-3-hydroxy-4-oxo-4H-pyrido[1,2-a]pyrimidine-2-carboxylate in MeOH was added p-fluorobenzylamine. The solution was stirred at 80° C. for 24 hours. The solvent was removed under reduced pressure and the residue washed with diethylether. The product was purified by preparative RP-HPLC, using water (0.1% TFA) and acetonitrile (0.1% TFA) as eluants (column: C18). The product was obtained after lyophilization of the pooled product fractions as bright yellow fluffy ... The reactants are Cc1cc(NC(=O)OC(C)(C)C)c(NC(=O)CC(=O)c2cccc(-c3ccnc(C4CC4)c3)c2)cc1C(F)(F)F, ClCCl, O=C(O)C(F)(F)F. Yields the product Cc1cc2c(cc1C(F)(F)F)NC(=O)CC(c1cccc(-c3ccnc(C4CC4)c3)c1)=N2. As a reaction SMILES: [C:1]([O:2][C:3](=[O:4])[NH:7][c:8]1[c:9]([NH:19][C:20]([CH2:21][C:22](=[O:5])[c:24]2[cH:25][c:26](-[c:30]3[cH:31][c:32]([CH:36]4[CH2:37][CH2:38]4)[n:33][cH:34][cH:35]3)[cH:27][cH:28][cH:29]2)=[O:39])[cH:10][c:11]([C:15]([F:16])([F:17])[F:18])[c:12]([CH3:14])[cH:13]1)([CH3:6])([CH3:23])[CH3:40].[Cl:48][CH2:49][Cl:50].[F:41][C:42]([F:43])([F:44])[C:45]([OH:46])=[O:47]>>[N:7]1=[C:22]([c:24]2[cH:25][c:26](-[c:30]3[cH:31][c:32]([CH:36]4[CH2:37][CH2:38]4)[n:33][cH:34][cH:35]3)[cH:27][cH:28][cH:29]2)[CH2:21][C:20](=[O:39])[NH:19][c:9]2[c:8]1[cH:13][c:12]([CH3:14])[c:11]([C:15]([F:16])([F:17])[F:18])[cH:10]2. Reactants: C(C)OC1=CC=C(C(=N1)NC)[N+](=O)[O-] (6-ethoxy-2-methylamino-3-nitropyridine). Reagents/catalysts: [Pd] (palladium-on-charcoal). Solvent: O1CCOCC1 (1,4-dioxane). Yields the product NC=1C(=NC(=CC1)OCC)NC (3-Amino-6-ethoxy-2-methylaminopyridine). Isolated yield 100.1%. As a reaction SMILES: [CH2:1]([O:3][C:4]1[N:9]=[C:8]([NH:10][CH3:11])[C:7]([N+:12]([O-])=O)=[CH:6][CH:5]=1)[CH3:2]>O1CCOCC1.[Pd]>[NH2:12][C:7]1[C:8]([NH:10][CH3:11])=[N:9][C:4]([O:3][CH2:1][CH3:2])=[CH:5][CH:6]=1. Reported procedure: A procedure similar to that described in Example 6 was repeated, except that 4.95 g of 6-ethoxy-2-methylamino-3-nitropyridine (prepared as described in Preparation 96) were hydrogenated in 100 ml of 1,4-dioxane in the presence of 1.00 g of 10% w/w palladium-on-charcoal. After working up the product as described in Example 6, 4.20 g of the title compound having Rf=0.57 (on silica gel thin layer chromatography using ethyl acetate as the developing solvent) were obtained. Reactants: CC1=C(C=C(C=C1)C)NC1=C(C=NC=2N1N=CC2C(=O)OCC)C(=O)O (7-(2,5-Dimethylphenylamino)-3-ethoxycarbonylpyrazolo[1,5-a]pyrimidine-6-carboxylic acid), Cl.FC=1C=C(C=CC1F)C1CCNCC1 (4-(3,4-difluorophenyl)piperidine hydrochloride). Yields the product FC=1C=C(C=CC1F)C1CCN(CC1)C(=O)C=1C=NC=2N(C1NC1=C(C=CC(=C1)C)C)N=CC2C(=O)OCC (6-[4-(3,4-Difluorophenyl)piperidine-1-carbonyl]-7-(2,5-dimethylphenylamino)-3-ethoxycarbonylpyrazolo[1,5-a]pyrimidine). The yield is 70.1%. RXN SMILES: [CH3:1][C:2]1[CH:7]=[CH:6][C:5]([CH3:8])=[CH:4][C:3]=1[NH:9][C:10]1[N:15]2[N:16]=[CH:17][C:18]([C:19]([O:21][CH2:22][CH3:23])=[O:20])=[C:14]2[N:13]=[CH:12][C:11]=1[C:24](O)=[O:25].Cl.[F:28][C:29]1[CH:30]=[C:31]([CH:36]2[CH2:41][CH2:40][NH:39][CH2:38][CH2:37]2)[CH:32]=[CH:33][C:34]=1[F:35]>>[F:28][C:29]1[CH:30]=[C:31]([CH:36]2[CH2:41][CH2:40][N:39]([C:24]([C:11]3[CH:12]=[N:13][C:14]4[N:15]([N:16]=[CH:17][C:18]=4[C:19]([O:21][CH2:22][CH3:23])=[O:20])[C:10]=3[NH:9][C:3]3[CH:4]=[C:5]([CH3:8])[CH:6]=[CH:7][C:2]=3[CH3:1])=[O:25])[CH2:38][CH2:37]2)[CH:32]=[CH:33][C:34]=1[F:35] |f:1.2|. Procedure: In the same manner as in Example 21, step 5 and using 7-(2,5-dimethylphenylamino)-3-ethoxycarbonylpyrazolo[1,5-a]pyrimidine-6-carboxylic acid (220 mg, 0.62 mmol) obtained in step 2 and 4-(3,4-difluorophenyl)piperidine hydrochloride (WO2004/069798, 217 mg, 0.93 mmol), the title compound (232 mg, 70%) was obtained. Starting materials: CCOC(=O)c1cc(CCc2ccc(F)cc2)c[nH]1, CO, [Na+], [OH-]. Product: O=C(O)c1cc(CCc2ccc(F)cc2)c[nH]1. Reaction SMILES: [CH2:3]([CH3:4])[O:5][C:6](=[O:7])[c:8]1[nH:9][cH:10][c:11]([CH2:13][CH2:14][c:15]2[cH:16][cH:17][c:18]([F:21])[cH:19][cH:20]2)[cH:12]1.[CH3:22][OH:23].[Na+:2].[OH-:1]>>[O:5]=[C:6]([OH:7])[c:8]1[nH:9][cH:10][c:11]([CH2:13][CH2:14][c:15]2[cH:16][cH:17][c:18]([F:21])[cH:19][cH:20]2)[cH:12]1. Reactants: C(CCC)[Li] (n-butyllithium), C(C)(C)OB(OC(C)C)OC(C)C (triisopropylborate), BrC=1C=C2CC(CC2=CC1)CCCCCCCC (5-bromo-2-n-octylindan), Cl (HCl). Run in CCCCCC (hexane), C1CCOC1 (THF), C1CCOC1 (THF). Reaction conditions: temperature -70 celsius, time 2 hour. Yields the product C(CCCCCCC)C1CC2=CC=C(C=C2C1)B(O)O (2-octylindan-5-boronic acid). Yield: 70.0%. As a reaction SMILES: Br[C:2]1[CH:3]=[C:4]2[C:8](=[CH:9][CH:10]=1)[CH2:7][CH:6]([CH2:11][CH2:12][CH2:13][CH2:14][CH2:15][CH2:16][CH2:17][CH3:18])[CH2:5]2.C([Li])CCC.C([O:27][B:28](OC(C)C)[O:29]C(C)C)(C)C.Cl>CCCCCC.C1COCC1>[CH2:11]([CH:6]1[CH2:5][C:4]2[C:8](=[CH:9][CH:10]=[C:2]([B:28]([OH:29])[OH:27])[CH:3]=2)[CH2:7]1)[CH2:12][CH2:13][CH2:14][CH2:15][CH2:16][CH2:17][CH3:18]. Procedure details: In a 200 ml-reaction vessel, 3.16 g (1.02×10-2M) of 5-bromo-2-n-octylindan and 45 ml of dry THF were placed. To the mixture, 1.5M-solution of n-butyllithium in 7.2 ml of hexane was added dropwise in 20 minutes at -70° C. under argon atmosphere, followed by stirring for 2 hours at -70° C. To the above mixture, a solution of 4.14 g (2.20×10-2M) of triisopropylborate in 9 ml of dry THF was added dropwise in 20 minutes below -70° C., followed by stirring for 1 hour at the same temperature, gradual r...